This data is from the Open Reaction Database (ORD), a public repository of structured organic reaction records. The task is: describe an organic reaction: reactants, conditions, products, and yield Starting materials: NC1=C(C=CC(=N1)N1C=C(C(C2=CC(=C(C(=C12)Cl)F)F)=O)C(=O)O)F (1-(6-Amino-5-fluoropyridin-2-yl)-8-chloro-6,7-difluoro-4-oxo-1,4-dihydroquinoline-3-carboxylic acid), CN (methylamine). Solvent: N1=CC=CC=C1 (pyridine). Reaction conditions: time 17 hour. Yields the product NC1=C(C=CC(=N1)N1C=C(C(C2=CC(=C(C(=C12)Cl)NC)F)=O)C(=O)O)F (1-(6-Amino-5-fluoropyridin-2-yl)-8-chloro-6-fluoro-7-methylamino-4-oxo-1,4-dihydroquinoline-3-carboxylic Acid). Isolated yield 103.2%. Reaction SMILES: [NH2:1][C:2]1[N:7]=[C:6]([N:8]2[C:17]3[C:12](=[CH:13][C:14]([F:20])=[C:15](F)[C:16]=3[Cl:18])[C:11](=[O:21])[C:10]([C:22]([OH:24])=[O:23])=[CH:9]2)[CH:5]=[CH:4][C:3]=1[F:25].[CH3:26][NH2:27]>N1C=CC=CC=1>[NH2:1][C:2]1[N:7]=[C:6]([N:8]2[C:17]3[C:12](=[CH:13][C:14]([F:20])=[C:15]([NH:27][CH3:26])[C:16]=3[Cl:18])[C:11](=[O:21])[C:10]([C:22]([OH:24])=[O:23])=[CH:9]2)[CH:5]=[CH:4][C:3]=1[F:25]. Procedure details: 1-(6-Amino-5-fluoropyridin-2-yl)-8-chloro-6,7-difluoro-4-oxo-1,4-dihydroquinoline-3-carboxylic acid (158 mg) and an aqueous solution (about 40%; 165 mg) of methylamine were added to pyridine (480 mg), and the mixture was stirred at room temperature for 17 hours. The reaction mixture was concentrated under reduced pressure, and ethanol (1 ml) was added to the residue. Deposits were collected by filtration and washed with ethanol and diisopropyl ether in that order to obtain the title compound (16... Starting materials: [Si](C)(C)(C(C)(C)C)O[C@H]1CN(CC1)[C@H](C1=CN=C(S1)NC(=O)C1(CC1)C1=CC2=C(OC(O2)(F)F)C=C1)C1=C(C=C(C=C1)Cl)F (N-(5-((S)—((R)-3-(tert-Butyldimethylsilyloxy)pyrrolidin-1-yl)(4-chloro-2-fluorophenyl)methyl)thiazol-2-yl)-1-(2,2-difluorobenzo[d][1,3]dioxol-5-yl)cyclopropanecarboxamide), [Si](C)(C)(C(C)(C)C)O[C@H](CC=O)CCl ((R)-3-(tert-butyldimethylsilyloxy)-4-chlorobutanal), O1COC2=C1C=CC(=C2)C2(CC2)C(=O)NC=2SC(=CN2)[C@H](C2=C(C=C(C=C2)F)Cl)N2C[C@@H](CC2)O[Si](C)(C)C(C)(C)C (1-(benzo[d][1,3]dioxol-5-yl)-N-(5-((S)—((R)-3-(tert-butyldimethylsilyloxy)pyrrolidin-1-yl)(2-chloro-4-fluorophenyl)methyl)thiazol-2-yl)cyclopropanecarboxamide), N[C@H](C1=CN=C(S1)NC(=O)C1(CC1)C1=CC2=C(OC(O2)(F)F)C=C1)C1=C(C=C(C=C1)Cl)F ((S)—N-(5-(amino(4-chloro-2-fluorophenyl)methyl)thiazol-2-yl)-1-(2,2-difluorobenzo[d][1,3]dioxol-5-yl)cyclopropanecarboxamide). Solvent: CC#N (CH3CN). Product: [Si](C)(C)(C(C)(C)C)O[C@H]1CN(CC1)[C@@H](C1=CN=C(S1)NC(=O)C1(CC1)C1=CC2=C(OC(O2)(F)F)C=C1)C1=C(C=C(C=C1)Cl)F (N-(5-((R)—((R)-3-(tert-Butyldimethylsilyloxy)pyrrolidin-1-yl)(4-chloro-2-fluorophenyl)methyl)thiazol-2-yl)-1-(2,2-difluorobenzo[d][1,3]dioxol-5-yl)cyclopropanecarboxamide). RXN SMILES: [Si:1]([O:8][C@@H:9]1[CH2:13][CH2:12][N:11]([C@@H:14]([C:37]2[CH:42]=[CH:41][C:40]([Cl:43])=[CH:39][C:38]=2[F:44])[C:15]2[S:19][C:18]([NH:20][C:21]([C:23]3([C:26]4[CH:36]=[CH:35][C:29]5[O:30][C:31]([F:34])([F:33])[O:32][C:28]=5[CH:27]=4)[CH2:25][CH2:24]3)=[O:22])=[N:17][CH:16]=2)[CH2:10]1)([C:4]([CH3:7])([CH3:6])[CH3:5])([CH3:3])[CH3:2].O1C2C=CC(C3(C(NC4SC([C@@H](N5CC[C@@H](O[Si](C(C)(C)C)(C)C)C5)C5C=CC(F)=CC=5Cl)=CN=4)=O)CC3)=CC=2OC1.N[C@@H](C1C=CC(Cl)=CC=1F)C1SC(NC(C2(C3C=CC4OC(F)(F)OC=4C=3)CC2)=O)=NC=1.[Si](O[C@@H](CCl)CC=O)(C(C)(C)C)(C)C>CC#N>[Si:1]([O:8][C@@H:9]1[CH2:13][CH2:12][N:11]([C@H:14]([C:37]2[CH:42]=[CH:41][C:40]([Cl:43])=[CH:39][C:38]=2[F:44])[C:15]2[S:19][C:18]([NH:20][C:21]([C:23]3([C:26]4[CH:36]=[CH:35][C:29]5[O:30][C:31]([F:34])([F:33])[O:32][C:28]=5[CH:27]=4)[CH2:24][CH2:25]3)=[O:22])=[N:17][CH:16]=2)[CH2:10]1)([C:4]([CH3:6])([CH3:7])[CH3:5])([CH3:3])[CH3:2]. Procedure details: N-(5-((S)—((R)-3-(tert-Butyldimethylsilyloxy)pyrrolidin-1-yl)(4-chloro-2-fluorophenyl)methyl)thiazol-2-yl)-1-(2,2-difluorobenzo[d][1,3]dioxol-5-yl)cyclopropanecarboxamide was made by the procedure used for 1-(benzo[d][1,3]dioxol-5-yl)-N-(5-((S)—((R)-3-(tert-butyldimethylsilyloxy)pyrrolidin-1-yl)(2-chloro-4-fluorophenyl)methyl)thiazol-2-yl)cyclopropanecarboxamide, starting from (S)—N-(5-(amino(4-chloro-2-fluorophenyl)methyl)thiazol-2-yl)-1-(2,2-difluorobenzo[d][1,3]dioxol-5-yl)cyclopropanecarboxa... Starting materials: [N+](=O)([O-])C=1C=2C[C@@H]3N(CC2C=CC1)C(SC3)=S ((S)-9-Nitro-1,5,10,10a-tetrahydrothiazolo[3,4-b]isoquinoline-3-thione), CI (methyl iodide). Reaction conditions: time 48 hour. Yields the product [I-].CSC=1SC[C@H]2[N+]1CC=1C=CC=C(C1C2)[N+](=O)[O-] ((S)-3-Methylthio-9-nitro-1,5,10,10a-tetrahydrothiazolo[3,4-b]isoquinolinium iodide). RXN SMILES: [N+:1]([C:4]1[C:5]2[CH2:6][C@H:7]3[CH2:16][S:15][C:14](=[S:17])[N:8]3[CH2:9][C:10]=2[CH:11]=[CH:12][CH:13]=1)([O-:3])=[O:2].[CH3:18][I:19]>>[I-:19].[CH3:18][S:17][C:14]1[S:15][CH2:16][C@@H:7]2[CH2:6][C:5]3[C:4]([N+:1]([O-:3])=[O:2])=[CH:13][CH:12]=[CH:11][C:10]=3[CH2:9][N+:8]=12 |f:2.3|. Reported procedure: (S)-9-Nitro-1,5,10,10a-tetrahydrothiazolo[3,4-b]isoquinoline-3-thione (40 g.) is dissolved in methyl iodide (100 cc.). After 48 hours at a temperature of about 20° C., the crystals which have appeared are filtered off, washed with diethyl ether (2 × 30 cc.) and then dried at 20° C under reduced pressure (1 mm. Hg). (S)-3-Methylthio-9-nitro-1,5,10,10a-tetrahydrothiazolo[3,4-b]isoquinolinium iodide (6.0 g.) is thus obtained. Starting materials: C(#N)C[C@@H]1N(CCC2=C1N=C(N=C2N2[C@H](COCC2)C)C2=CC=C(C=C2)NC(=O)NCC)CC (1-(4-((S)-8-(cyanomethyl)-7-ethyl-4-((S)-3-methylmorpholino)-5,6,7,8-tetrahydropyrido[3,4-d]pyrimidin-2-yl)phenyl)-3-ethylurea), C(C)(=O)N1C(C=2N=C(N=C(C2CC1)N1CCOCC1)C1=CC=C(C=C1)NC(=O)NCC)CC#N (1-(4-(7-acetyl-8-(cyanomethyl)-4-morpholino-5,6,7,8-tetrahydropyrido[3,4-d]pyrimidin-2-yl)phenyl)-3-ethylurea), Cl (HCl), [OH-].[Na+] (NaOH), CC1=CC=C(C=C1)COC(=O)NNC(=O)C2=NC=CN=C2 (pH10). Solvent: O1CCCC1 (Tetrahydrofuran), O1CCCC1 (Tetrahydrofuran). Reaction conditions: time 8 hour. Yields the product C(#N)C[C@H]1N(CCC2=C1N=C(N=C2N2[C@H](COCC2)C)C2=CC=C(C=C2)NC(=O)NCC)CC (1-(4-((R)-8-(cyanomethyl)-7-ethyl-4-((S)-3-methylmorpholino)-5,6,7,8-tetrahydropyrido[3,4-d]pyrimidin-2-yl)phenyl)-3-ethylurea). Reaction SMILES: [C:1]([CH2:3][C@H:4]1[C:9]2[N:10]=[C:11]([C:21]3[CH:26]=[CH:25][C:24]([NH:27][C:28]([NH:30][CH2:31][CH3:32])=[O:29])=[CH:23][CH:22]=3)[N:12]=[C:13]([N:14]3[CH2:19][CH2:18][O:17][CH2:16][C@@H:15]3[CH3:20])[C:8]=2[CH2:7][CH2:6][N:5]1[CH2:33][CH3:34])#[N:2].C(N1CCC2C(N3CCOCC3)=NC(C3C=CC(NC(NCC)=O)=CC=3)=NC=2C1CC#N)(=O)C.Cl.[OH-].[Na+].CC1C=CC(COC(NNC(C2C=NC=CN=2)=O)=O)=CC=1>O1CCCC1>[C:1]([CH2:3][C@@H:4]1[C:9]2[N:10]=[C:11]([C:21]3[CH:26]=[CH:25][C:24]([NH:27][C:28]([NH:30][CH2:31][CH3:32])=[O:29])=[CH:23][CH:22]=3)[N:12]=[C:13]([N:14]3[CH2:19][CH2:18][O:17][CH2:16][C@@H:15]3[CH3:20])[C:8]=2[CH2:7][CH2:6][N:5]1[CH2:33][CH3:34])#[N:2] |f:3.4|. Reported procedure: and 1-(4-((S)-8-(cyanomethyl)-7-ethyl-4-((S)-3-methylmorpholino)-5,6,7,8-tetrahydropyrido[3,4-d]pyrimidin-2-yl)phenyl)-3-ethylurea (xs2): 1-(4-(7-acetyl-8-(cyanomethyl)-4-morpholino-5,6,7,8-tetrahydropyrido[3,4-d]pyrimidin-2-yl)phenyl)-3-ethylurea (0.051 g, 0.00011 mol) in dry Tetrahydrofuran (1.00 mL, 0.0123 mol) at 0° C. was added 1.0 M of Borane-THF complex in Tetrahydrofuran (0.320 mL) dropwise. The reaction mixture was allowed to warm slowly to room temperature and stirred overnight. The re... The reactants are C(C)(C)(C)OC(=O)NCCOC1=C(C(=O)NC=2C(=CC=CC2)NC(C2=CC=C(C=C2)OC)=O)C=CC(=C1)OC (N1-[2-[2-(tert-Butoxycarbonylamino)ethoxy]-4-methoxybenzoyl]-N2-(4-methoxybenzoyl)-1,2-benzenediamine), FC(C(=O)O)(F)F (trifluoroacetic acid). Product: FC(C(=O)O)(F)F.NCCOC1=C(C(=O)NC=2C(=CC=CC2)NC(C2=CC=C(C=C2)OC)=O)C=CC(=C1)OC (N1-[2-(2-aminoethoxy)-4-methoxybenzoyl]-N2-(4-methoxybenzoyl)-1,2-benzenediamine trifluoroacetate). Yield: 89.0%. As a reaction SMILES: C(OC([NH:8][CH2:9][CH2:10][O:11][C:12]1[CH:37]=[C:36]([O:38][CH3:39])[CH:35]=[CH:34][C:13]=1[C:14]([NH:16][C:17]1[C:18]([NH:23][C:24](=[O:33])[C:25]2[CH:30]=[CH:29][C:28]([O:31][CH3:32])=[CH:27][CH:26]=2)=[CH:19][CH:20]=[CH:21][CH:22]=1)=[O:15])=O)(C)(C)C.[F:40][C:41]([F:46])([F:45])[C:42]([OH:44])=[O:43]>>[F:40][C:41]([F:46])([F:45])[C:42]([OH:44])=[O:43].[NH2:8][CH2:9][CH2:10][O:11][C:12]1[CH:37]=[C:36]([O:38][CH3:39])[CH:35]=[CH:34][C:13]=1[C:14]([NH:16][C:17]1[C:18]([NH:23][C:24](=[O:33])[C:25]2[CH:30]=[CH:29][C:28]([O:31][CH3:32])=[CH:27][CH:26]=2)=[CH:19][CH:20]=[CH:21][CH:22]=1)=[O:15] |f:2.3|. Procedure: N1-[2-[2-(tert-Butoxycarbonylamino)ethoxy]-4-methoxybenzoyl]-N2-(4-methoxybenzoyl)-1,2-benzenediamine (124 mg, 231 μmol) was dissolved in 3 ml of neat trifluoroacetic acid (TFA) in a capped vial for 90 min at room temperature. The volatiles were removed in vacuo and the residue was resuspended in a few ml of toluene and re-evaporated. This step was repeated twice more with toluene and once with dichloromethane. The resulting white solid was dried under high vacuum to give 113 mg (89%) of N1-[2-(... The reactants are C(COCCO)O (diethylene glycol), CC(C)(C)OCC1CO1 (t-BGE), CC(C)(C)OCC1CO1 (t-BGE), O (water). Reagents/catalysts: B(F)(F)F.CCOCC (boron trifluoride etherate), [OH-].[Na+] (sodium hydroxide). Run in ClCCl (dichloromethane), ClCCl (dichloromethane), ClCCl (dichloromethane). Product: C(C)(C)(C)OCC(COCCOCCO)O (Tertiary butoxymethyl triethylene glycol). Isolated yield 39.0%. Reaction SMILES: [CH3:1][C:2]([O:5][CH2:6][CH:7]1[O:9][CH2:8]1)([CH3:4])[CH3:3].[CH2:10]([OH:16])[CH2:11][O:12][CH2:13][CH2:14][OH:15].O>ClCCl.B(F)(F)F.CCOCC.[OH-].[Na+]>[C:2]([O:5][CH2:6][CH:7]([OH:9])[CH2:8][O:16][CH2:10][CH2:11][O:12][CH2:13][CH2:14][OH:15])([CH3:1])([CH3:3])[CH3:4] |f:4.5,6.7|. Procedure: A solution of 100 g (0.77 mole) t-BGE in 100 ml dichloromethane was slowly added with stirring to a glass round bottom flask containing a solution of 250 g (2.4 moles) diethylene glycol and 0.5 ml boron trifluoride etherate catalyst in 150 ml dichloromethane that had first been preheated to 36° C. Over the course of addition (approximately 1.25 hr) the reaction temperature rose to about 45° C. and the dichloromethane began to reflux. The reaction was continued with stirring for about 2 hours aft...